This data is from the Open Reaction Database (ORD), a public repository of structured organic reaction records. The task is: describe an organic reaction: reactants, conditions, products, and yield The reactants are NC1=C(N=NN1C(CCCC1=CC=CC=C1)C)C(=O)N (5-amino-1-(1-methyl-4-phenyl-butyl)-1H-[1,2,3]triazole-4-carboxamide), NC1=CC=C(C=C1)CC(=O)O (4-aminophenylacetic acid). The product is NC1=CC=C(CC=2NC(C3=C(N2)N(N=N3)C(CCCC3=CC=CC=C3)C)=O)C=C1 (5-(4-Amino-benzyl)-3-(1-methyl-4-phenyl-butyl)-3,6-dihydro-[1,2,3]triazolo[4,5-d]pyrimidin-7-one). RXN SMILES: [NH2:1][C:2]1[N:6]([CH:7]([CH3:17])[CH2:8][CH2:9][CH2:10][C:11]2[CH:16]=[CH:15][CH:14]=[CH:13][CH:12]=2)[N:5]=[N:4][C:3]=1[C:18]([NH2:20])=[O:19].[NH2:21][C:22]1[CH:27]=[CH:26][C:25]([CH2:28][C:29](O)=O)=[CH:24][CH:23]=1>>[NH2:21][C:22]1[CH:27]=[CH:26][C:25]([CH2:28][C:29]2[NH:20][C:18](=[O:19])[C:3]3[N:4]=[N:5][N:6]([CH:7]([CH3:17])[CH2:8][CH2:9][CH2:10][C:11]4[CH:12]=[CH:13][CH:14]=[CH:15][CH:16]=4)[C:2]=3[N:1]=2)=[CH:24][CH:23]=1. Procedure details: Analogously to the procedure of Example 5, the title compound is prepared from 1.0 g (3.8 mmol) of 5-amino-1-(1-methyl-4-phenyl-butyl)-1H-[1,2,3]triazole-4-carboxamide and 1.88 g (11.4 mmol) of 4-aminophenylacetic acid.